describe an organic reaction: reactants, conditions, products, and yield From a dataset of the Open Reaction Database (ORD), a public repository of structured organic reaction records. Reactants: BrCCBr, CCOC(=O)Cl, COC(=O)c1cccnc1, O=C([O-])O, [Cl-], C[Si](C)(C)Cl, N#C[Cu], CCOC(=O)CCI, [Li+], [Na+], C1CCOC1, S, [Zn], Cc1ccccc1C. Product: CCOC(=O)CCc1ccncc1C(=O)OC. As a reaction SMILES: [Br:1][CH2:2][CH2:3][Br:4].[C:23]([Cl:24])(=[O:25])[O:26][CH2:27][CH3:28].[C:29]([c:30]1[cH:31][n:32][cH:33][cH:34][cH:35]1)(=[O:36])[O:37][CH3:38].[C:45](=[O:46])([O-:47])[OH:48].[Cl-:22].[Cl:5][Si:6]([CH3:7])([CH3:8])[CH3:9].[Cu:18][C:19]#[N:20].[I:10][CH2:11][CH2:12][C:13](=[O:14])[O:15][CH2:16][CH3:17].[Li+:21].[Na+:49].[O:40]1[CH2:41][CH2:42][CH2:43][CH2:44]1.[S:39].[Zn:50].[c:51]1([CH3:52])[c:53]([CH3:54])[cH:55][cH:56][cH:57][cH:58]1>>[CH2:11]([CH2:12][C:13](=[O:14])[O:15][CH2:16][CH3:17])[c:35]1[c:30]([C:29](=[O:36])[O:37][CH3:38])[cH:31][n:32][cH:33][cH:34]1. Reactants: COC(=O)C1(Br)CCCCC1, O=C(OC(c1ccccc1)c1ccccc1)C(=NO)c1csc(NC(c2ccccc2)(c2ccccc2)c2ccccc2)n1, CCOC(C)=O, CCCCCC. The product is COC(=O)C1(ON=C(C(=O)OC(c2ccccc2)c2ccccc2)c2csc(NC(c3ccccc3)(c3ccccc3)c3ccccc3)n2)CCCCC1. Reaction SMILES: [Br:45][C:46]1([C:52](=[O:53])[O:54][CH3:55])[CH2:47][CH2:48][CH2:49][CH2:50][CH2:51]1.[C:1]([c:2]1[cH:3][cH:4][cH:5][cH:6][cH:7]1)([c:8]1[cH:9][cH:10][cH:11][cH:12][cH:13]1)([c:14]1[cH:15][cH:16][cH:17][cH:18][cH:19]1)[NH:20][c:21]1[s:22][cH:23][c:24]([C:26]([C:27](=[O:28])[O:29][CH:30]([c:31]2[cH:32][cH:33][cH:34][cH:35][cH:36]2)[c:37]2[cH:38][cH:39][cH:40][cH:41][cH:42]2)=[N:43][OH:44])[n:25]1.[C:62]([O:63][CH2:64][CH3:65])(=[O:66])[CH3:67].[CH3:56][CH2:57][CH2:58][CH2:59][CH2:60][CH3:61]>>[C:1]([c:2]1[cH:3][cH:4][cH:5][cH:6][cH:7]1)([c:8]1[cH:9][cH:10][cH:11][cH:12][cH:13]1)([c:14]1[cH:15][cH:16][cH:17][cH:18][cH:19]1)[NH:20][c:21]1[s:22][cH:23][c:24]([C:26]([C:27](=[O:28])[O:29][CH:30]([c:31]2[cH:32][cH:33][cH:34][cH:35][cH:36]2)[c:37]2[cH:38][cH:39][cH:40][cH:41][cH:42]2)=[N:43][O:44][C:46]2([C:52](=[O:53])[O:54][CH3:55])[CH2:47][CH2:48][CH2:49][CH2:50][CH2:51]2)[n:25]1. Solvent: C(C)(=O)O (acetic acid), C(C)(=O)O (acetic acid). Yields the product ClC=1C=C(CN2C(C3=C(C(N(C(=C3CC2)CC)C)=O)O)=O)C=CC1F (2-(3-Chloro-4-fluorobenzyl)-5-ethyl-8-hydroxy-6-methyl-2,3,4,6-tetrahydro-2,6-naphthyridine-1,7-dione). RXN SMILES: [Cl:1][C:2]1[CH:3]=[C:4]([CH:23]=[CH:24][C:25]=1[F:26])[CH2:5][N:6]1[CH2:15][CH2:14][C:13]2[C:8](=[C:9]([O:20]C)[C:10](=[O:19])[N:11]([CH3:18])[C:12]=2[CH2:16][CH3:17])[C:7]1=[O:22].Br>C(O)(=O)C>[Cl:1][C:2]1[CH:3]=[C:4]([CH:23]=[CH:24][C:25]=1[F:26])[CH2:5][N:6]1[CH2:15][CH2:14][C:13]2[C:8](=[C:9]([OH:20])[C:10](=[O:19])[N:11]([CH3:18])[C:12]=2[CH2:16][CH3:17])[C:7]1=[O:22]. Reported procedure: A solution of 2-(3-chloro-4-fluorobenzyl)-5-ethyl-8-methoxy-6-methyl-2,3,4,6-tetrahydro-2,6-naphthyridine-1,7-dione (55 mg, 0.15 mmol) and 33% HBr in acetic acid (5 mL) in acetic acid (10 mL) was stirred at room temperature overnight. The product mixture was concentrated under vacuum. The residue was subjected to preparative reverse phase HPLC purification. Collection and lyophilization of appropriate fractions provide the titled compound. The reactants are ClC=1C=C(CN2C(C3=C(C(N(C(=C3CC2)CC)C)=O)OC)=O)C=CC1F (2-(3-chloro-4-fluorobenzyl)-5-ethyl-8-methoxy-6-methyl-2,3,4,6-tetrahydro-2,6-naphthyridine-1,7-dione), Br (HBr).